Dataset: the Open Reaction Database (ORD), a public repository of structured organic reaction records. Task: describe an organic reaction: reactants, conditions, products, and yield The reactants are CC(=O)CC(C)C, NOCCCCCOc1c(Cl)cc(OCC=C(Cl)Cl)cc1Cl, Cl, O=C(O)CC(O)(CC(=O)O)C(=O)O, c1ccncc1. Product: CC(CC(C)C)=NOCCCCCOc1c(Cl)cc(OCC=C(Cl)Cl)cc1Cl. Reaction SMILES: [CH3:1][CH:2]([CH2:3][C:4]([CH3:5])=[O:6])[CH3:7].[Cl:9][c:10]1[c:11]([O:12][CH2:13][CH2:14][CH2:15][CH2:16][CH2:17][O:18][NH2:19])[c:20]([Cl:30])[cH:21][c:22]([O:24][CH2:25][CH:26]=[C:27]([Cl:28])[Cl:29])[cH:23]1.[ClH:8].[OH:31][C:32]([CH2:33][C:34]([C:35](=[O:36])[OH:37])([CH2:38][C:39](=[O:40])[OH:41])[OH:42])=[O:43].[cH:44]1[cH:45][cH:46][n:47][cH:48][cH:49]1>>[CH3:1][CH:2]([CH2:3][C:4]([CH3:5])=[N:19][O:18][CH2:17][CH2:16][CH2:15][CH2:14][CH2:13][O:12][c:11]1[c:10]([Cl:9])[cH:23][c:22]([O:24][CH2:25][CH:26]=[C:27]([Cl:28])[Cl:29])[cH:21][c:20]1[Cl:30])[CH3:7]. Starting materials: CCOC(CCCN1C(=O)c2ccccc2C1=O)OCC, CO, CC(=O)O, NNc1ccc(C(N)=O)cc1. Yields the product NC(=O)c1ccc(NN=CCCCN2C(=O)c3ccccc3C2=O)cc1. As a reaction SMILES: [CH2:12]([O:13][CH:15]([O:14][CH2:30][CH3:31])[CH2:16][CH2:17][CH2:18][N:19]1[C:20](=[O:29])[c:21]2[cH:22][cH:23][cH:24][cH:25][c:26]2[C:27]1=[O:28])[CH3:32].[CH3:33][OH:34].[CH3:35][C:36](=[O:37])[OH:38].[NH:1]([NH2:2])[c:3]1[cH:4][cH:5][c:6]([C:7](=[O:8])[NH2:9])[cH:10][cH:11]1>>[NH:1]([N:2]=[CH:15][CH2:16][CH2:17][CH2:18][N:19]1[C:20](=[O:29])[c:21]2[cH:22][cH:23][cH:24][cH:25][c:26]2[C:27]1=[O:28])[c:3]1[cH:4][cH:5][c:6]([C:7](=[O:8])[NH2:9])[cH:10][cH:11]1. The reactants are C1CCOC1, CCO, COc1cc(C)cc(S(=O)(=O)c2cccc(F)c2C#N)c1, N. Yields the product COc1cc(C)cc(S(=O)(=O)c2cccc(N)c2C#N)c1. Reaction SMILES: [CH2:22]1[O:23][CH2:24][CH2:25][CH2:26]1.[CH3:28][CH2:29][OH:30].[F:1][c:2]1[c:3]([C:4]#[N:5])[c:6]([S:10](=[O:11])(=[O:12])[c:13]2[cH:14][c:15]([CH3:21])[cH:16][c:17]([O:19][CH3:20])[cH:18]2)[cH:7][cH:8][cH:9]1.[NH3:27]>>[c:2]1([NH2:27])[c:3]([C:4]#[N:5])[c:6]([S:10](=[O:11])(=[O:12])[c:13]2[cH:14][c:15]([CH3:21])[cH:16][c:17]([O:19][CH3:20])[cH:18]2)[cH:7][cH:8][cH:9]1. The reactants are C([O-])([O-])=O.[Ca+2] (calcium carbonate), BrBr (bromine), O (water), C(C)(=O)OC1=C(CCC1)CCCCCOC(C)=O (1-acetoxy-2-(5-acetoxypentyl)-1-cyclopentene), C([O-])([O-])=O.[Ca+2] (calcium carbonate). The solvent is C(Cl)(Cl)Cl (chloroform), C(Cl)(Cl)(Cl)Cl (carbon tetrachloride), CN(C(C)=O)C (N,N-dimethylacetamide). Yields the product C(C)(=O)OCCCCCC=1C(CCC1)=O (2-(5-acetoxypentyl)-2-cyclopentenone). RXN SMILES: C(=O)([O-])[O-].[Ca+2].O.C([O:10][C:11]1[CH2:15][CH2:14][CH2:13][C:12]=1[CH2:16][CH2:17][CH2:18][CH2:19][CH2:20][O:21][C:22](=[O:24])[CH3:23])(=O)C.BrBr>CN(C)C(=O)C.C(Cl)(Cl)(Cl)Cl.C(Cl)(Cl)Cl>[C:22]([O:21][CH2:20][CH2:19][CH2:18][CH2:17][CH2:16][C:12]1[C:11](=[O:10])[CH2:15][CH2:14][CH:13]=1)(=[O:24])[CH3:23] |f:0.1|. Procedure: To a well stirred mixture of 405 g. (4.05 moles) of calcium carbonate, 3 l. of water, and 2.5 l. of chloroform cooled to 5° C. is added simultaneously 1016 g. (4.0 moles) of 1-acetoxy-2-(5-acetoxy-pentyl)-1-cyclopentene (Example 56) and a solution of 648 g. (4.05 moles) of bromine in 500 ml. of carbon tetrachloride at a rate to maintain a temperature below 10° C. The mixture is stirred for half an hour after addition of the reagents and the phases are then separated. The organic phase is washed ... Reactants: N1(CCCCC1)CC=1C=C(OC\C=C/CNC(CSCCN)=O)C=CC1 (N-[4-[3-(piperidinomethyl) phenoxy]-cis-2-butenyl]-2-(2-aminoethylthio)acetamide), C(#N)N=C(CC)OC (methyl N-cyanopropioimidate). Run in C(C)#N (acetonitrile). The product is N1(CCCCC1)CC=1C=C(OC\C=C/CNC(CSCCNC(CC)=NC#N)=O)C=CC1 (N-[4-[3-(piperidinomethyl) phenoxy]-cis-2-butenyl]-2-[2-[(N-cyanopropioimidoyl)amino]ethylthio]-acetamide). Isolated yield 14.2%. RXN SMILES: [N:1]1([CH2:7][C:8]2[CH:9]=[C:10]([CH:24]=[CH:25][CH:26]=2)[O:11][CH2:12]/[CH:13]=[CH:14]\[CH2:15][NH:16][C:17](=[O:23])[CH2:18][S:19][CH2:20][CH2:21][NH2:22])[CH2:6][CH2:5][CH2:4][CH2:3][CH2:2]1.[C:27]([N:29]=[C:30](OC)[CH2:31][CH3:32])#[N:28]>C(#N)C>[N:1]1([CH2:7][C:8]2[CH:9]=[C:10]([CH:24]=[CH:25][CH:26]=2)[O:11][CH2:12]/[CH:13]=[CH:14]\[CH2:15][NH:16][C:17](=[O:23])[CH2:18][S:19][CH2:20][CH2:21][NH:22][C:30](=[N:29][C:27]#[N:28])[CH2:31][CH3:32])[CH2:6][CH2:5][CH2:4][CH2:3][CH2:2]1. Procedure details: There were dissolved 4.0 g (0.0106 mol) of N-[4-[3-(piperidinomethyl) phenoxy]-cis-2-butenyl]-2-(2-aminoethylthio)acetamide and 2.01 g (0.0159 mol) of methyl N-cyanopropioimidate in 40 ml of acetonitrile, and after reflux with heating for 18 hours the solvent was removed under reduced pressure. The residue was purified by silica gel column chromatography (chloroform:ethanol=10:1) to give 0.69 g of the titled compound as oily matter.